Dataset: the Open Reaction Database (ORD), a public repository of structured organic reaction records. Task: describe an organic reaction: reactants, conditions, products, and yield Starting materials: suspension, C1(=CC=CS1)C(=O)NCC(=O)[O-].[Na+] (sodium 2-(2-thenoylamino)acetate), C(C)O (ethanol), O (water), Cl (hydrochloric acid). Run in N1=CC(=CC=C1)C (β-picoline), C(C)(=O)OC(C)=O (acetic anhydride). Conditions: time 3 hour. Product: C1(=CC=CS1)C(=O)NCC(C)=O (1-(2-Thenoylamino)-2-propanone). As a reaction SMILES: [C:1]1([C:6]([NH:8][CH2:9][C:10]([O-:12])=O)=[O:7])[S:5][CH:4]=[CH:3][CH:2]=1.[Na+].[CH2:14](O)C.O.Cl>N1C=CC=C(C)C=1.C(OC(=O)C)(=O)C>[C:1]1([C:6]([NH:8][CH2:9][C:10](=[O:12])[CH3:14])=[O:7])[S:5][CH:4]=[CH:3][CH:2]=1 |f:0.1|. Procedure details: To 44.0 ml of a suspension of 16.70 g of sodium 2-(2-thenoylamino)acetate in β-picoline, 42.7 ml of acetic anhydride was added, and stirred for 3 hours at room temperature. After ice-cooling, 26.3 ml of ethanol, 129.7 ml of water and 45.2 ml of conc. hydrochloric acid were slowly added dropwise in sequence, and the mixture was stirred for 15 minutes as it is. After removal of ice-bath, the mixture was stirred for another 15 minutes at room temperature. Water (250 ml) was added and the precipitat... The reactants are C(C)OC(C(C)(C)C=1N=C(SC1F)N(CC1=CC=C(C=C1)OC)C(=O)OC(C)(C)C)=O (2-{2-[tert-Butoxycarbonyl-(4-methoxy-benzyl)-amino]-5-fluoro-thiazol-4-yl}-2-methyl-propionic acid ethyl ester), C(=O)(C(F)(F)F)O (TFA). Product: C(C)OC(C(C)(C)C=1N=C(SC1F)N)=O (2-(2-Amino-5-fluoro-thiazol-4-yl)-2-methyl-propionic acid ethyl ester). Yield: 97.8%. RXN SMILES: [CH2:1]([O:3][C:4](=[O:31])[C:5]([C:8]1[N:9]=[C:10]([N:14](C(OC(C)(C)C)=O)CC2C=CC(OC)=CC=2)[S:11][C:12]=1[F:13])([CH3:7])[CH3:6])[CH3:2].C(O)(C(F)(F)F)=O>>[CH2:1]([O:3][C:4](=[O:31])[C:5]([C:8]1[N:9]=[C:10]([NH2:14])[S:11][C:12]=1[F:13])([CH3:7])[CH3:6])[CH3:2]. Procedure: The reaction was done by the same way as mentioned in the preparation 45, step-V using 2-{2-[tert-Butoxycarbonyl-(4-methoxy-benzyl)-amino]-5-fluoro-thiazol-4-yl}-2-methyl-propionic acid ethyl ester (0.5 g, 1.1 mmol) and TFA (5 mL) to afford 2-(2-Amino-5-fluoro-thiazol-4-yl)-2-methyl-propionic acid ethyl ester (0.25 g). Reactants: BrC1=CC=C2C(=N1)N(C1=C2CN(C(C1)C)C(=O)OC(C)(C)C)C (tert-Butyl 2-bromo-7,9-dimethyl-5,7,8,9-tetrahydro-6H-pyrido[3′,4′:4,5]pyrrolo[2,3-b]pyridine-6-carboxylate), C(C1=CC=CC=C1)OC1=CC(NC=C1)=O (4-(benzyloxy)pyridin-2(1H)-one). Product: C(C1=CC=CC=C1)OC1=CC(N(C=C1)C1=CC=C2C(=N1)N(C1=C2CN(C(C1)C)C(=O)OC(C)(C)C)C)=O (tert-Butyl 2-(4-(benzyloxy)-2-oxopyridin-1(2H)-yl)-7,9-dimethyl-5,7,8,9-tetrahydro-6H-pyrido[3′,4′:4,5]pyrrolo[2,3-b]pyridine-6-carboxylate). Isolated yield 57.6%. As a reaction SMILES: Br[C:2]1[N:7]=[C:6]2[N:8]([CH3:23])[C:9]3[CH2:14][CH:13]([CH3:15])[N:12]([C:16]([O:18][C:19]([CH3:22])([CH3:21])[CH3:20])=[O:17])[CH2:11][C:10]=3[C:5]2=[CH:4][CH:3]=1.[CH2:24]([O:31][C:32]1[CH:37]=[CH:36][NH:35][C:34](=[O:38])[CH:33]=1)[C:25]1[CH:30]=[CH:29][CH:28]=[CH:27][CH:26]=1>>[CH2:24]([O:31][C:32]1[CH:37]=[CH:36][N:35]([C:2]2[N:7]=[C:6]3[N:8]([CH3:23])[C:9]4[CH2:14][CH:13]([CH3:15])[N:12]([C:16]([O:18][C:19]([CH3:22])([CH3:21])[CH3:20])=[O:17])[CH2:11][C:10]=4[C:5]3=[CH:4][CH:3]=2)[C:34](=[O:38])[CH:33]=1)[C:25]1[CH:26]=[CH:27][CH:28]=[CH:29][CH:30]=1. Reported procedure: tert-Butyl 2-bromo-7,9-dimethyl-5,7,8,9-tetrahydro-6H-pyrido[3′,4′:4,5]pyrrolo[2,3-b]pyridine-6-carboxylate (200 mg, 0.520 mmol) and 4-(benzyloxy)pyridin-2(1H)-one (115 mg, 0.520 mmol) were reacted following the procedure for Example 2 (step e) to provide the title compound (150 mg, 57%) as a yellow oil: ESI MS m/z 501 [M+H]+. The reactants are BrBr, c1(ccc(nn1)OC)C(OC)=O. The reagents and catalysts are c1ccc(cc1)-c2c3ccccc3cc4ccccc24 (9-Phenylanthracene). The solvent is C1=CC=NC=C1 (Pyridine). Conditions: temperature 20 celsius, time 18 hour. The product is COC(=O)c1cc(Br)c(OC)nn1. As a reaction SMILES: [CH3:1][O:2][C:3]([c:5]1[n:12][n:11][c:8]([O:9][CH3:10])[cH:7][cH:6]1)=[O:4].[Br:13]Br>>[CH3:1][O:2][C:3]([c:5]1[n:12][n:11][c:8]([O:9][CH3:10])[c:7]([Br:13])[cH:6]1)=[O:4]. Starting materials: CC(=O)[O-].[Na+] (NaOAc), ClC1=CC=C(C=C1)S(=O)(=O)N1[C@@H](C2=C(C([C@@H]1CC)=O)NN=C2)CC ((4R,6S)-5-(4-chlorophenylsulfonyl)-4,6-diethyl-5,6-dihydro-1H-pyrazolo[4,3-c]pyridin-7(4H)-one), Cl.NO (hydroxylamine hydrochloride). The solvent is CO.O (MeOH H2O). Yields the product ClC1=CC=C(C=C1)S(=O)(=O)N1[C@@H](C2=C(\C(\[C@@H]1CC)=N/O)NN=C2)CC ((4R,6S,Z)-5-(4-chlorophenylsulfonyl)-4,6-diethyl-5,6-dihydro-1H-pyrazolo[4,3-c]pyridin-7(4H)-one oxime). As a reaction SMILES: [Cl:1][C:2]1[CH:7]=[CH:6][C:5]([S:8]([N:11]2[C@@H:16]([CH2:17][CH3:18])[C:15](=O)[C:14]3[NH:20][N:21]=[CH:22][C:13]=3[C@H:12]2[CH2:23][CH3:24])(=[O:10])=[O:9])=[CH:4][CH:3]=1.CC([O-])=O.[Na+].Cl.[NH2:31][OH:32]>CO.O>[Cl:1][C:2]1[CH:7]=[CH:6][C:5]([S:8]([N:11]2[C@@H:16]([CH2:17][CH3:18])/[C:15](=[N:31]/[OH:32])/[C:14]3[NH:20][N:21]=[CH:22][C:13]=3[C@H:12]2[CH2:23][CH3:24])(=[O:10])=[O:9])=[CH:4][CH:3]=1 |f:1.2,3.4,5.6|. Procedure: To a solution of compound 62 (67 mg, 0.17 mmol) in a mixture of MeOH/H2O (5:1, 9 mL) was added NaOAc (141 mg, 1.7 mmol) followed by hydroxylamine hydrochloride (131.6 mg, 1.9 mmol). The resulting solution was stirred at room temperature for a weekend. The solvent was removed by rotary evaporation and the residue was taken up in EtOAc. The organic phase was washed with water, brine and dried (MgSO4). After removal of the solvent under reduced pressure, the crude product was purified by flash chro... The reactants are COC(=O)C1CC2c3cccc4[nH]cc(c34)CC2N(C#N)C1, CN(C)C=O, Cc1ccccc1, CC(C)OC(C)C, ClC(Cl)Cl, ClCCl, Cl, [Na+], [Na+], O=C([O-])[O-], C1COCCN1. The product is COC(=O)C1CC2c3cccc4[nH]c(CN5CCOCC5)c(c34)CC2N(C#N)C1. Reaction SMILES: [CH3:1][O:2][C:3](=[O:4])[CH:5]1[CH2:6][N:7]([C:21]#[N:22])[CH:8]2[CH2:9][c:10]3[cH:11][nH:12][c:13]4[cH:14][cH:15][cH:16][c:17]([c:20]34)[CH:18]2[CH2:19]1.[CH3:46][N:47]([CH3:48])[CH:49]=[O:50].[CH3:55][c:56]1[cH:57][cH:58][cH:59][cH:60][cH:61]1.[CH:36]([O:37][CH:38]([CH3:39])[CH3:40])([CH3:41])[CH3:42].[CH:51]([Cl:52])([Cl:53])[Cl:54].[Cl:43][CH2:44][Cl:45].[ClH:23].[Na+:30].[Na+:31].[O-:32][C:33](=[O:34])[O-:35].[O:24]1[CH2:25][CH2:26][NH:27][CH2:28][CH2:29]1>>[CH3:1][O:2][C:3](=[O:4])[CH:5]1[CH2:6][N:7]([C:21]#[N:22])[CH:8]2[CH2:9][c:10]3[c:11]([CH2:33][N:27]4[CH2:26][CH2:25][O:24][CH2:29][CH2:28]4)[nH:12][c:13]4[cH:14][cH:15][cH:16][c:17]([c:20]34)[CH:18]2[CH2:19]1. Reactants: C1=CC=CC=2C(C3=C(CCC21)C=CC=C3)=CC=3C=C(C=CC3)N (3-(10,11-dihydro-dibenzo[a,d]cyclohepten-5-ylidenemethyl)-phenylamine), C(C)(=O)Cl (acetyl chloride). Yields the product C1=CC=CC=2C(C3=C(CCC21)C=CC=C3)=CC=3C=C(C=CC3)NC(C)=O (N-[3-(10,11-Dihydro-dibenzo[a,d]cyclohepten-5-ylidenemethyl)-phenyl]-acetamide). The yield is 25.0%. RXN SMILES: [CH:1]1[C:11]2[CH2:10][CH2:9][C:8]3[CH:12]=[CH:13][CH:14]=[CH:15][C:7]=3[C:6](=[CH:16][C:17]3[CH:18]=[C:19]([NH2:23])[CH:20]=[CH:21][CH:22]=3)[C:5]=2[CH:4]=[CH:3][CH:2]=1.[C:24](Cl)(=[O:26])[CH3:25]>>[CH:1]1[C:11]2[CH2:10][CH2:9][C:8]3[CH:12]=[CH:13][CH:14]=[CH:15][C:7]=3[C:6](=[CH:16][C:17]3[CH:18]=[C:19]([NH:23][C:24](=[O:26])[CH3:25])[CH:20]=[CH:21][CH:22]=3)[C:5]=2[CH:4]=[CH:3][CH:2]=1. Procedure: Following procedures essentially as described in Example 90, 3-(10,11-dihydro-dibenzo[a,d]cyclohepten-5-ylidenemethyl)-phenylamine and acetyl chloride give the title compound in 25% yield as a white solid. 1H NMR (CDCl3) δ 2.12 (s, 3H), 2.76-3.61 (br m, 4H), 6.71 (d, 1H), 6.75 (s, 1H), 6.96-7.50 (m, 13H); MS (ES) 340 (M+H). HPLC shows 100% purity.